The task is: describe an organic reaction: reactants, conditions, products, and yield. This data is from the Open Reaction Database (ORD), a public repository of structured organic reaction records. Starting materials: C1CCOC1, CCC(CC)Nc1nc(C)nc(Cl)c1[N+](=O)[O-], [H-], [Na+], Cc1cc(C)c(O)c(C)n1. Product: CCC(CC)Nc1nc(C)nc(Oc2c(C)cc(C)nc2C)c1[N+](=O)[O-]. Reaction SMILES: [CH2:30]1[O:31][CH2:32][CH2:33][CH2:34]1.[Cl:13][c:14]1[c:15]([N+:27](=[O:28])[O-:29])[c:16]([NH:21][CH:22]([CH2:23][CH3:24])[CH2:25][CH3:26])[n:17][c:18]([CH3:20])[n:19]1.[H-:11].[Na+:12].[OH:1][c:2]1[c:3]([CH3:10])[n:4][c:5]([CH3:9])[cH:6][c:7]1[CH3:8]>>[O:1]([c:2]1[c:3]([CH3:10])[n:4][c:5]([CH3:9])[cH:6][c:7]1[CH3:8])[c:14]1[c:15]([N+:27](=[O:28])[O-:29])[c:16]([NH:21][CH:22]([CH2:23][CH3:24])[CH2:25][CH3:26])[n:17][c:18]([CH3:20])[n:19]1. The product is CCOC(=O)NC(=S)Nc1cc(NC(=O)OC)ccc1NC(=O)CN(C)C. RXN SMILES: [CH2:1]([CH3:2])[O:3][C:4](=[O:5])[N:6]=[C:7]=[S:8].[CH3:29][C:30](=[O:31])[CH3:32].[NH2:9][c:10]1[c:11]([NH:21][C:22]([CH2:23][N:24]([CH3:25])[CH3:26])=[O:27])[cH:12][cH:13][c:14]([NH:16][C:17](=[O:18])[O:19][CH3:20])[cH:15]1.[OH2:28]>>[CH2:1]([CH3:2])[O:3][C:4](=[O:5])[NH:6][C:7](=[S:8])[NH:9][c:10]1[c:11]([NH:21][C:22]([CH2:23][N:24]([CH3:25])[CH3:26])=[O:27])[cH:12][cH:13][c:14]([NH:16][C:17](=[O:18])[O:19][CH3:20])[cH:15]1. Reactants: CCOC(=O)N=C=S, CC(C)=O, COC(=O)Nc1ccc(NC(=O)CN(C)C)c(N)c1, O. Reactants: C1(CC1)CO (Cyclopropylcarbinol), C(C)(=O)Cl (acetyl chloride), N[C@H](CO)C(=O)O (D-serine). Conditions: time 10 minute. Product: Cl.N[C@@H](C(=O)OCC1CC1)CO (Cyclopropylmethyl 2-(R)-amino-3-hydroxypropanoate hydrochloride). RXN SMILES: [CH:1]1([CH2:4][OH:5])[CH2:3][CH2:2]1.C([Cl:9])(=O)C.[NH2:10][C@@H:11]([C:14](O)=[O:15])[CH2:12][OH:13]>>[ClH:9].[NH2:10][C@H:11]([CH2:14][OH:15])[C:12]([O:5][CH2:4][CH:1]1[CH2:3][CH2:2]1)=[O:13] |f:3.4|. Reported procedure: Cyclopropylcarbinol (15 ml) is cooled to 0° C. and acetyl chloride (1.37 ml) is added. After being subjected to agitation for 10 minutes at 0° C., D-serine (750 mg) is added and the solution is brought to reflux for 2 hours. The reaction mixture is concentrated, recovered with a potassium carbonate saturated solution and extracted with ethyl acetate. The organic phase is dried on MgSO4, filtered and concentrated. The product is recovered in a minimum of methanol and a hydrochloric acid solution ... Yields the product N[C@H](CC1=CC=C(C(=O)NC2CCCCC2)C=C1)CC(=O)N1C[C@@H](CCC1)C1=NC2=C(N1CCCOC)C=CC=C2 (4-((R)-2-amino-4-((R)-3-(1-(3-methoxypropyl)-1H-benzo[d]imidazol-2-yl)piperidin-1-yl)-4-oxobutyl)-N-cyclohexylbenzamide), FC(C(=O)O)(F)F (trifluoroacetic acid). Procedure: 98A (0.039 mmol, 0.025 g) was added to a 10 mL round-bottomed flask equipped for stirring under nitrogen. Dichloromethane (2 mL) and trifluoroacetic acid (2 mL) were then added and the solution was stirred at room temperature for 2 hrs. The solvent was removed in-vacuo affording a clear colored oil. This oil was re-dissolved in methanol (3 mL), filtered, and then purified by preparative LC/MS (0.5-50% CH3CN in H2O). The resultant fractions were collected and the solvent was removed in-vacuo affo... As a reaction SMILES: [CH:1]1([NH:7][C:8]([C:10]2[CH:15]=[CH:14][C:13]([CH2:16][C@@H:17]([NH:41]C(=O)OC(C)(C)C)[CH2:18][C:19]([N:21]3[CH2:26][CH2:25][CH2:24][C@@H:23]([C:27]4[N:31]([CH2:32][CH2:33][CH2:34][O:35][CH3:36])[C:30]5[CH:37]=[CH:38][CH:39]=[CH:40][C:29]=5[N:28]=4)[CH2:22]3)=[O:20])=[CH:12][CH:11]=2)=[O:9])[CH2:6][CH2:5][CH2:4][CH2:3][CH2:2]1.ClCCl.[F:52][C:53]([F:58])([F:57])[C:54]([OH:56])=[O:55]>CO.CC#N.O>[NH2:41][C@@H:17]([CH2:18][C:19]([N:21]1[CH2:26][CH2:25][CH2:24][C@@H:23]([C:27]2[N:31]([CH2:32][CH2:33][CH2:34][O:35][CH3:36])[C:30]3[CH:37]=[CH:38][CH:39]=[CH:40][C:29]=3[N:28]=2)[CH2:22]1)=[O:20])[CH2:16][C:13]1[CH:14]=[CH:15][C:10]([C:8]([NH:7][CH:1]2[CH2:2][CH2:3][CH2:4][CH2:5][CH2:6]2)=[O:9])=[CH:11][CH:12]=1.[F:52][C:53]([F:58])([F:57])[C:54]([OH:56])=[O:55]. Starting materials: resultant solution, C1(CCCCC1)NC(=O)C1=CC=C(C=C1)C[C@H](CC(=O)N1C[C@@H](CCC1)C1=NC2=C(N1CCCOC)C=CC=C2)NC(OC(C)(C)C)=O (tert-butyl (R)-1-(4-(cyclohexylcarbamoyl)phenyl)-4-((R)-3-(1-(3-methoxypropyl)-1H-benzo[d]imidazol-2-yl)piperidin-1-yl)-4-oxobutan-2-ylcarbamate), ClCCl (Dichloromethane), FC(C(=O)O)(F)F (trifluoroacetic acid). Run in O (water), CC#N (CH3CN), CO (methanol). Reactants: 3-[Spiro[cyclohexane-1,3′-[3H]indol]-(1′H)-one-2′-(O-benzyloxime)]benzonitrile[3H]indol, C(C1=CC=CC=C1)ON=C1NC2=CC=C(C=C2C12CCCCC2)Br (5′-bromospiro{cyclohexane-1,3′-[3H]indol}-2′(1′H)-one 2′(O-benzyloxime)), C(#N)C=1C=C(C=CC1)B(O)O (3-cyanophenyl boronic acid). The solvent is C(C1=CC=CC=C1)#N (benzonitrile). Yields the product C(#N)C=1C=C(C=CC1)C=1C=C2C3(C(NC2=CC1)=NO)CCCCC3 (5′-(3-CYANOPHENYL)SPIRO[CYCLOHEXANE-1,3′-[3H]INDOL]-2′(1′H)-ONE OXIME). Isolated yield 69.2%. RXN SMILES: C([O:8][N:9]=[C:10]1[C:18]2([CH2:23][CH2:22][CH2:21][CH2:20][CH2:19]2)[C:17]2[C:12](=[CH:13][CH:14]=[C:15](Br)[CH:16]=2)[NH:11]1)C1C=CC=CC=1.[C:25]([C:27]1[CH:28]=[C:29](B(O)O)[CH:30]=[CH:31][CH:32]=1)#[N:26]>C(#N)C1C=CC=CC=1>[C:25]([C:27]1[CH:28]=[C:29]([C:15]2[CH:16]=[C:17]3[C:12](=[CH:13][CH:14]=2)[NH:11][C:10](=[N:9][OH:8])[C:18]23[CH2:23][CH2:22][CH2:21][CH2:20][CH2:19]2)[CH:30]=[CH:31][CH:32]=1)#[N:26]. Procedure: 3-[Spiro[cyclohexane-1,3′-[3H]indol]-(1′H)-one-2′-(O-benzyloxime)]benzonitrile[3H]indol]-5-yl]benzonitrile. Prepared from 5′-bromospiro{cyclohexane-1,3′-[3H]indol}-2′(1′H)-one 2′(O-benzyloxime) (1.0 g, 2.6 mmol) and 3-cyanophenyl boronic acid (0.76 g, 5.2 mmol) according to Example 45 procedure A. The product was purified by flash silica gel chromatography (eluant: 10:0.5 hexane:ethyl acetate) to give the desired product (0.75 g, 1.8 mmol, 71%) as a viscous oil. 1H NMR (500 MHz, DMSO-d6) δ 1.41–...